The task is: describe an organic reaction: reactants, conditions, products, and yield. This data is from the Open Reaction Database (ORD), a public repository of structured organic reaction records. Reactants: CC=1N=C(SC1C=O)C1=CC=C(C=C1)C(F)(F)F (4-methyl-2-(4-trifluoromethylphenyl)-1,3-thiazole-5-carbaldehyde), NC1=CC=C(C=C1)[C@H]1[C@@H](C1)C(=O)O (racemic-(trans)-2-(4-aminophenyl)cyclopropanecarboxylic acid). The product is CC=1N=C(SC1CNC1=CC=C(C=C1)[C@H]1[C@@H](C1)C(=O)O)C1=CC=C(C=C1)C(F)(F)F (Racemic-(trans)-2-{4-[({4-methyl-2-[4-(trifluoromethyl)phenyl]-1,3-thiazol-5-yl}methyl)amino]phenyl}cyclopropanecarboxylic Acid). Reaction SMILES: [CH3:1][C:2]1[N:3]=[C:4]([C:9]2[CH:14]=[CH:13][C:12]([C:15]([F:18])([F:17])[F:16])=[CH:11][CH:10]=2)[S:5][C:6]=1[CH:7]=O.[NH2:19][C:20]1[CH:25]=[CH:24][C:23]([C@@H:26]2[CH2:28][C@H:27]2[C:29]([OH:31])=[O:30])=[CH:22][CH:21]=1>>[CH3:1][C:2]1[N:3]=[C:4]([C:9]2[CH:14]=[CH:13][C:12]([C:15]([F:18])([F:17])[F:16])=[CH:11][CH:10]=2)[S:5][C:6]=1[CH2:7][NH:19][C:20]1[CH:21]=[CH:22][C:23]([C@@H:26]2[CH2:28][C@H:27]2[C:29]([OH:31])=[O:30])=[CH:24][CH:25]=1. Procedure: Experimental procedure analogous to that describing the synthesis of I-2a-I except that 4-methyl-2-(4-trifluoromethylphenyl)-1,3-thiazole-5-carbaldehyde and racemic-(trans)-2-(4-aminophenyl)cyclopropanecarboxylic acid (I-1) were used to give 1.05 g of the title compound as a light yellow solid. 1H NMR (400 MHz, CDCl3) δ 7.98 (d, J=8.78 Hz, 2H), 7.65 (d, J=8.78 Hz, 2H), 6.97 (d, J=8.60 Hz, 2H), 6.60 (d, J=8.60 Hz, 2H), 4.46 (s, 2H), 2.53 (m, 1H), 2.50 (s, 3H), 1.80 (m, 1H), 1.60 (m, 1H), 1.36 (m,... Starting materials: Cl.ClCC1=NC=CC(=C1C)SCC=1OC=CC1 (2-chloromethyl-4-(2-furylmethylthio)-3-methylpyridine hydrochloride), SC1=NC2=C(N1)C=CC(=C2)C(F)(F)F (2-mercapto-5-trifluoromethyl-1H-benzimidazole). Solvent: C(C)(C)O (isopropanol). Yields the product Cl.Cl.O1C(=CC=C1)CSC1=C(C(=NC=C1)CSC1=NC2=C(N1)C=CC(=C2)C(F)(F)F)C (2-{[[4-(2-furylmethylthio)-3-methyl-2-pyridinyl]methyl]thio}-5-trifluoromethyl-1H-benzimidazole dihydrochloride). RXN SMILES: [ClH:1].[Cl:2][CH2:3][C:4]1[C:9]([CH3:10])=[C:8]([S:11][CH2:12][C:13]2[O:14][CH:15]=[CH:16][CH:17]=2)[CH:7]=[CH:6][N:5]=1.[SH:18][C:19]1[NH:23][C:22]2[CH:24]=[CH:25][C:26]([C:28]([F:31])([F:30])[F:29])=[CH:27][C:21]=2[N:20]=1>C(O)(C)C>[ClH:2].[ClH:1].[O:14]1[CH:15]=[CH:16][CH:17]=[C:13]1[CH2:12][S:11][C:8]1[CH:7]=[CH:6][N:5]=[C:4]([CH2:3][S:18][C:19]2[NH:23][C:22]3[CH:24]=[CH:25][C:26]([C:28]([F:31])([F:30])[F:29])=[CH:27][C:21]=3[N:20]=2)[C:9]=1[CH3:10] |f:0.1,4.5.6|. Procedure details: Following the procedure described in Example 12, the reaction of 2-chloromethyl-4-(2-furylmethylthio)-3-methylpyridine hydrochloride with 2-mercapto-5-trifluoromethyl-1H-benzimidazole in isopropanol gives the title compound as a colorless solid; m.p. 173° C (decomp.).